This data is from the Open Reaction Database (ORD), a public repository of structured organic reaction records. The task is: describe an organic reaction: reactants, conditions, products, and yield Solvent: CCO (EtOH). As a reaction SMILES: [OH-].[K+].[CH3:3][N:4]([CH3:19])[CH2:5][CH2:6][O:7][C:8]1[CH:12]=[C:11]([C:13]([O:15]CC)=[O:14])[N:10]([CH3:18])[N:9]=1.Cl>CCO>[CH3:3][N:4]([CH3:19])[CH2:5][CH2:6][O:7][C:8]1[CH:12]=[C:11]([C:13]([OH:15])=[O:14])[N:10]([CH3:18])[N:9]=1 |f:0.1|. Reported procedure: KOH (2.09 g, 37.4 mmol) was dissolved into EtOH (30 mL) and to this solution was added ethyl 3-(2-(dimethylamino)ethoxy)-1-methyl-1H-pyrazole-5-carboxylate (4.5 g, 18.7 mmol) and the mixture stirred at rt overnight. To the reaction mixture was added concentrated HCl (3.1 mL) with stirring and the resulting suspension was filtered and the cake was washed with EtOH (two×20 mL). The filtrate was concentrated to give the title compound (3.3 g, 83% yield) as a brown gum. The reactants are CN(CCOC1=NN(C(=C1)C(=O)OCC)C)C (ethyl 3-(2-(dimethylamino)ethoxy)-1-methyl-1H-pyrazole-5-carboxylate), [OH-].[K+] (KOH), Cl (HCl). The yield is 82.8%. Conditions: time 8 hour. Product: CN(CCOC1=NN(C(=C1)C(=O)O)C)C (3-(2-(dimethylamino)ethoxy)-1-methyl-1H-pyrazole-5-carboxylic acid). The reactants are [H-].[Na+] (sodium hydride), FC1=C(C=CC=C1)C(C)O (1-(2-fluorophenyl)ethanol), ClC1=CC=NC2=CC(=CC=C12)Cl (4,7-dichloroquinoline), [H-].[Na+] (sodium hydride). The reagents and catalysts are O (water). Solvent: CN(C)C=O (DMF), CN(C)C=O (DMF). Reaction conditions: temperature 160 celsius, time 4 hour. The product is ClC1=CC=C2C(=CC=NC2=C1)OC(C)C1=C(C=CC=C1)F (7-Chloro-4-[1-(2-fluorophenyl)ethoxy]quinoline). As a reaction SMILES: [F:1][C:2]1[CH:7]=[CH:6][CH:5]=[CH:4][C:3]=1[CH:8]([OH:10])[CH3:9].Cl[C:12]1[C:21]2[C:16](=[CH:17][C:18]([Cl:22])=[CH:19][CH:20]=2)[N:15]=[CH:14][CH:13]=1.[H-].[Na+]>CN(C=O)C.O>[Cl:22][C:18]1[CH:17]=[C:16]2[C:21]([C:12]([O:10][CH:8]([C:3]3[CH:4]=[CH:5][CH:6]=[CH:7][C:2]=3[F:1])[CH3:9])=[CH:13][CH:14]=[N:15]2)=[CH:20][CH:19]=1 |f:2.3|. Procedure details: A solution of 2.52 g (18 mmol) of 1-(2-fluorophenyl)ethanol in DMF was added dropwise to a mixture of 2.97 g (15mmol) of 4,7-dichloroquinoline and 0.50 g (21 mmol) of sodium hydride in 15 ml of DMF. After addition was complete, the mixture was heated to 160° C. After four hours the mixture was allowed to cool and 0.1 g of sodium hydride was added. Upon completion of the reaction, a few drops of water were carefully added to destroy excess sodium hydride. Then the solution was poured into water. ... Starting materials: FC1=CC=C(C=C1)N1C=C(C=CC1=O)C(=O)OC (methyl 1-(4-fluorophenyl)-6-oxo-1,6-dihydropyridine-3-carboxylate), [OH-].[Na+] (NaOH). The solvent is CCO (EtOH). Conditions: time 20 hour. Yields the product FC1=CC=C(C=C1)N1C=C(C=CC1=O)C(=O)O (1-(4-fluorophenyl)-6-oxo-1,6-dihydropyridine-3-carboxylic acid). RXN SMILES: [F:1][C:2]1[CH:7]=[CH:6][C:5]([N:8]2[C:13](=[O:14])[CH:12]=[CH:11][C:10]([C:15]([O:17]C)=[O:16])=[CH:9]2)=[CH:4][CH:3]=1.[OH-].[Na+]>CCO>[F:1][C:2]1[CH:7]=[CH:6][C:5]([N:8]2[C:13](=[O:14])[CH:12]=[CH:11][C:10]([C:15]([OH:17])=[O:16])=[CH:9]2)=[CH:4][CH:3]=1 |f:1.2|. Procedure: A 100 mL round-bottomed flask was charged with methyl 1-(4-fluorophenyl)-6-oxo-1,6-dihydropyridine-3-carboxylate (2.3 g, 9.1 mmol) and 20 mL of EtOH. To this was added NaOH (1.10 g, 27.0 mmol). This solution was stirred at rt for 20 h then concentrated. The mixture was acidified to pH 1 with conc HCl. The resulting precipitate was filtered and dried to give 1-(4-fluorophenyl)-6-oxo-1,6-dihydropyridine-3-carboxylic acid as an off-white solid.